Dataset: the Open Reaction Database (ORD), a public repository of structured organic reaction records. Task: describe an organic reaction: reactants, conditions, products, and yield Starting materials: O1C(=NC2=C1C=CC=C2)C=2C=CC(=C(N)C2)NC2CCOCC2 (5-(benzoxazol-2-yl)-2-(tetrahydropyran-4-yl)aminoaniline), C(C=1C(=CC=CC1)OC)=O (o-anisaldehyde), OOS(=O)[O-].[K+] (oxone), C([O-])([O-])=O.[K+].[K+] (potassium carbonate). Solvent: CN(C=O)C (dimethylformamide). Conditions: time 2 hour. Yields the product O1C(=NC2=C1C=CC=C2)C2=CC1=C(N(C(=N1)C1=C(C=CC=C1)OC)C1CCOCC1)C=C2 (5-(benzoxazol-2-yl)-2-(2-methoxyphenyl)-1-(tetrahydropyran-4-yl)benzimidazole). The yield is 82.4%. As a reaction SMILES: [O:1]1[C:5]2[CH:6]=[CH:7][CH:8]=[CH:9][C:4]=2[N:3]=[C:2]1[C:10]1[CH:11]=[CH:12][C:13]([NH:17][CH:18]2[CH2:23][CH2:22][O:21][CH2:20][CH2:19]2)=[C:14]([CH:16]=1)[NH2:15].[CH:24](=O)[C:25]1[C:26]([O:31][CH3:32])=[CH:27][CH:28]=[CH:29][CH:30]=1.OOS([O-])=O.[K+].C(=O)([O-])[O-].[K+].[K+]>CN(C)C=O>[O:1]1[C:5]2[CH:6]=[CH:7][CH:8]=[CH:9][C:4]=2[N:3]=[C:2]1[C:10]1[CH:11]=[CH:12][C:13]2[N:17]([CH:18]3[CH2:23][CH2:22][O:21][CH2:20][CH2:19]3)[C:24]([C:25]3[CH:30]=[CH:29][CH:28]=[CH:27][C:26]=3[O:31][CH3:32])=[N:15][C:14]=2[CH:16]=1 |f:2.3,4.5.6|. Procedure: To a solution of 5-(benzoxazol-2-yl)-2-(tetrahydropyran-4-yl)aminoaniline (see Working Example 20-2) (150 mg, 0.485 mmol) in dimethylformamide (3 mL) was added o-anisaldehyde (79.2 mg, 0.582 mmol) and oxone (179 mg, 0.291 mmol), and this was stirred at room temperature for 2 hours. After the reaction was complete, aqueous potassium carbonate solution was added, and after this was filtered and washed with water, drying yielded the title compound (170 mg, 82% yield) as pale yellow crystals. Starting materials: CO, O=C(OC(c1ccncc1)c1nnc(Nc2ccc(Cl)cc2)c2ccccc12)c1ccccc1, [Li+], C1COCCO1, [OH-], O, O. Reaction SMILES: [CH3:44][OH:45].[Cl:1][c:2]1[cH:3][cH:4][c:5]([NH:6][c:7]2[n:8][n:9][c:10]([CH:17]([c:18]3[cH:19][cH:20][n:21][cH:22][cH:23]3)[O:24][C:25](=[O:26])[c:27]3[cH:28][cH:29][cH:30][cH:31][cH:32]3)[c:11]3[cH:12][cH:13][cH:14][cH:15][c:16]23)[cH:33][cH:34]1.[Li+:37].[O:38]1[CH2:39][CH2:40][O:41][CH2:42][CH2:43]1.[OH-:36].[OH2:35].[OH2:46]>>[Cl:1][c:2]1[cH:3][cH:4][c:5]([NH:6][c:7]2[n:8][n:9][c:10]([CH:17]([c:18]3[cH:19][cH:20][n:21][cH:22][cH:23]3)[OH:24])[c:11]3[cH:12][cH:13][cH:14][cH:15][c:16]23)[cH:33][cH:34]1. The product is OC(c1ccncc1)c1nnc(Nc2ccc(Cl)cc2)c2ccccc12. Reactants: COC1=C(C=CC=C1SC1=C(C=CC=C1)Cl)CC#N (2-[2-methoxy-3-(2-chlorophenylthio)phenyl]acetonitrile), [OH-].[K+] (potassium hydroxide), O (water). Run in C(C)O (ethanol). Product: COC1=C(C=CC=C1SC1=C(C=CC=C1)Cl)CC(=O)O (2-[2-methoxy-3-(2-chlorophenylthio)phenyl]acetic acid). Reaction SMILES: [CH3:1][O:2][C:3]1[C:8]([S:9][C:10]2[CH:15]=[CH:14][CH:13]=[CH:12][C:11]=2[Cl:16])=[CH:7][CH:6]=[CH:5][C:4]=1[CH2:17][C:18]#N.[OH-:20].[K+].[OH2:22]>C(O)C>[CH3:1][O:2][C:3]1[C:8]([S:9][C:10]2[CH:15]=[CH:14][CH:13]=[CH:12][C:11]=2[Cl:16])=[CH:7][CH:6]=[CH:5][C:4]=1[CH2:17][C:18]([OH:22])=[O:20] |f:1.2|. Procedure details: A mixture of 2-[2-methoxy-3-(2-chlorophenylthio)phenyl]acetonitrile (1.5 g) and potassium hydroxide (870 mg) in ethanol (40 ml) and water (20 ml) was refluxed under heating for 24 hours. The reaction mixture was evaporated under reduced pressure and the residue was dissolved in water. The aqueous solution was washed with diethyl ether, acidified with dil. hydrochloric acid and extracted with diethyl ether. The extract was washed with water, dried and then evaporated to give oily 2-[2-methoxy-3-(... Starting materials: FC1=C(C=C2C(NC(=NC2=C1)N1N=CC(=C1)C(=O)OCC)=O)C1=C(C=CC=C1)C (ethyl 1-(7-fluoro-4-oxo-6-(o-tolyl)-3,4-dihydroquinazolin-2-yl)-1H-pyrazole-4-carboxylate), CNC (dimethylamine). The product is CN(C1=NC(=NC2=CC(=C(C=C12)C1=C(C=CC=C1)C)F)N1N=CC(=C1)C(=O)O)C (1-(4-(Dimethylamino)-7-fluoro-6-(o-tolyl)quinazolin-2-yl)-1H-pyrazole-4-carboxylic acid). As a reaction SMILES: [F:1][C:2]1[CH:11]=[C:10]2[C:5]([C:6](=O)[NH:7][C:8]([N:12]3[CH:16]=[C:15]([C:17]([O:19]CC)=[O:18])[CH:14]=[N:13]3)=[N:9]2)=[CH:4][C:3]=1[C:23]1[CH:28]=[CH:27][CH:26]=[CH:25][C:24]=1[CH3:29].[CH3:30][NH:31][CH3:32]>>[CH3:30][N:31]([CH3:32])[C:6]1[C:5]2[C:10](=[CH:11][C:2]([F:1])=[C:3]([C:23]3[CH:28]=[CH:27][CH:26]=[CH:25][C:24]=3[CH3:29])[CH:4]=2)[N:9]=[C:8]([N:12]2[CH:16]=[C:15]([C:17]([OH:19])=[O:18])[CH:14]=[N:13]2)[N:7]=1. Procedure details: The above compound may be made analogous to Example 1 using ethyl 1-(7-fluoro-4-oxo-6-(o-tolyl)-3,4-dihydroquinazolin-2-yl)-1H-pyrazole-4-carboxylate in step D and dimethylamine in step E. MS (ESI): predicted mass calcd. for C21H18FN5O2, 391.1 The reactants are FC1=CC2=C(C(=NO2)C2=CC(=CC=C2)OC[C@@H]2OC2)C=C1 ((R)-6-fluoro-3-(3-oxiranylmethoxy-phenyl)-benzo[d]isoxazole), C(C)O (ethanol), C1(=CCCCC1)CCN (2-(1-cyclohexenyl)ethylamine). Run in ClC(C)Cl (dichloroethane). Yields the product C1(=CCCCC1)CCNC[C@H](COC1=CC(=CC=C1)C1=NOC2=C1C=CC(=C2)F)O ((R)-1-(2-cyclohex-1-enyl-ethylamino)-3-[3-(6-fluoro-benzo[d]isoxazol-3-yl)-phenoxy]-propan-2-ol). As a reaction SMILES: [F:1][C:2]1[CH:21]=[CH:20][C:5]2[C:6]([C:9]3[CH:14]=[CH:13][CH:12]=[C:11]([O:15][CH2:16][C@H:17]4[CH2:19][O:18]4)[CH:10]=3)=[N:7][O:8][C:4]=2[CH:3]=1.C(O)C.[C:25]1([CH2:31][CH2:32][NH2:33])[CH2:30][CH2:29][CH2:28][CH2:27][CH:26]=1>ClC(Cl)C>[C:25]1([CH2:31][CH2:32][NH:33][CH2:19][C@@H:17]([OH:18])[CH2:16][O:15][C:11]2[CH:12]=[CH:13][CH:14]=[C:9]([C:6]3[C:5]4[CH:20]=[CH:21][C:2]([F:1])=[CH:3][C:4]=4[O:8][N:7]=3)[CH:10]=2)[CH2:30][CH2:29][CH2:28][CH2:27][CH:26]=1. Procedure: The title compound is prepared from a mixture of (R)-6-fluoro-3-(3-oxiranylmethoxy-phenyl)-benzo[d]isoxazole in dichloroethane, 2-(1-cyclohexenyl)ethylamine, and ethanol, essentially as described above in Example 57. Purity by LC/MS-80%, [M+H]+=411. Reactants: N[C@@H](CCCNC(N)=N)C(=O)O ((L)-Arginine), CCC[C@@H](C(=O)OCC)N[C@@H](C)C(=O)N1[C@H]2CCCC[C@H]2C[C@H]1C(=O)O (Perindopril). Run in O (water). The product is CCC[C@@H](C(=O)OCC)N[C@@H](C)C(=O)N1[C@H]2CCCC[C@H]2C[C@H]1C(=O)O.N[C@@H](CCCNC(N)=N)C(=O)O (Perindopril (L)-Arginine). Reaction SMILES: [NH2:1][C@H:2]([C:10]([OH:12])=[O:11])[CH2:3][CH2:4][CH2:5][NH:6][C:7](=[NH:9])[NH2:8].[CH3:13][CH2:14][CH2:15][C@H:16]([NH:22][C@H:23]([C:25]([N:27]1[C@H:35]([C:36]([OH:38])=[O:37])[CH2:34][C@H:33]2[C@@H:28]1[CH2:29][CH2:30][CH2:31][CH2:32]2)=[O:26])[CH3:24])[C:17]([O:19][CH2:20][CH3:21])=[O:18]>O>[CH3:13][CH2:14][CH2:15][C@H:16]([NH:22][C@H:23]([C:25]([N:27]1[C@H:35]([C:36]([OH:38])=[O:37])[CH2:34][C@H:33]2[C@@H:28]1[CH2:29][CH2:30][CH2:31][CH2:32]2)=[O:26])[CH3:24])[C:17]([O:19][CH2:20][CH3:21])=[O:18].[NH2:1][C@H:2]([C:10]([OH:12])=[O:11])[CH2:3][CH2:4][CH2:5][NH:6][C:7](=[NH:8])[NH2:9] |f:3.4|. Procedure: In one of the embodiments of the present invention, Perindopril free acid is dissolved in water to get clear solution at room temperature. (L)-Arginine is added to the solution and it is maintained for 15 to 30 minutes at room temperature. The solvent is removed by using techniques such as vacuum distillation, freeze drying and spray drying to obtain the polymorphic form γ of Perindopril (L)-Arginine. Starting materials: O1COC2=C1C=CC(=C2)CC(CCC)NCCCC (1-(1,3-Benzodioxol-5-yl)-2-butylaminopentane), Cl (hydrochloride). Yields the product Cl.O1COC2=C1C=CC(=C2)CC(CCC)NCCCC (1-(1,3-Benzodioxol-5-yl)-2-butylaminopentane Hydrochloride). As a reaction SMILES: [O:1]1[C:5]2[CH:6]=[CH:7][C:8]([CH2:10][CH:11]([NH:15][CH2:16][CH2:17][CH2:18][CH3:19])[CH2:12][CH2:13][CH3:14])=[CH:9][C:4]=2[O:3][CH2:2]1.[ClH:20]>>[ClH:20].[O:1]1[C:5]2[CH:6]=[CH:7][C:8]([CH2:10][CH:11]([NH:15][CH2:16][CH2:17][CH2:18][CH3:19])[CH2:12][CH2:13][CH3:14])=[CH:9][C:4]=2[O:3][CH2:2]1 |f:2.3|. Procedure details: Using the same method as stated in Example 1, 1-(1,3-Benzodioxol-5-yl)-2-butylaminopentane was converted to hydrochloride and 1.42 g (4.7 mmol) of title compound was obtained (48%). Reactants: CI, CN(C)C=O, CC(C)OC(C)C, [H-], [Na+], O, Cn1cc(-c2nnc(S)[nH]c2=O)c2ccccc21. Product: CSc1nnc(-c2cn(C)c3ccccc23)c(=O)[nH]1. Reaction SMILES: [CH3:21][I:22].[CH3:24][N:25]([CH3:26])[CH:27]=[O:28].[CH:29]([O:30][CH:31]([CH3:32])[CH3:33])([CH3:34])[CH3:35].[H-:19].[Na+:20].[OH2:23].[SH:1][c:2]1[n:3][n:4][c:5](-[c:9]2[cH:10][n:11]([CH3:18])[c:12]3[cH:13][cH:14][cH:15][cH:16][c:17]23)[c:6](=[O:8])[nH:7]1>>[S:1]([c:2]1[n:3][n:4][c:5](-[c:9]2[cH:10][n:11]([CH3:18])[c:12]3[cH:13][cH:14][cH:15][cH:16][c:17]23)[c:6](=[O:8])[nH:7]1)[CH3:21]. The reactants are O.C(C)(=O)N[O-].[K+] (potassium acetohydroxamate hydrate), ClC1=CC=C(OCCCBr)C=C1 (3-(4-chlorophenoxy)propyl bromide), [K+].[Br-] (KBr). Solvent: COCCO (2-methoxyethanol), COCCO (2-methoxyethanol). Reaction conditions: temperature 50 celsius. Product: C(C)(=O)NOCCCOC1=CC=C(C=C1)Cl (3-(4chlorophenoxy)propyl acetohydroxamate). The yield is 105.8%. As a reaction SMILES: O.[C:2]([NH:5][O-:6])(=[O:4])[CH3:3].[K+].[Cl:8][C:9]1[CH:19]=[CH:18][C:12]([O:13][CH2:14][CH2:15][CH2:16]Br)=[CH:11][CH:10]=1.[K+].[Br-]>COCCO>[C:2]([NH:5][O:6][CH2:16][CH2:15][CH2:14][O:13][C:12]1[CH:11]=[CH:10][C:9]([Cl:8])=[CH:19][CH:18]=1)(=[O:4])[CH3:3] |f:0.1.2,4.5|. Reported procedure: To a solution of 0.91 kg (8.0 moles) of potassium acetohydroxamate hydrate in 4.96 kg of 2-methoxyethanol solution was added 1650 g (6.62 moles) of 3-(4-chlorophenoxy)propyl bromide. An additional 200 mL of 2-methoxyethanol was added and the reaction mixture was heated 2 hours at 50° C. After cooling to room temperature the KBr was removed by filtration and washed with 100 mL of 2-methoxyethanol. The filtrate and washings were concentrated on a rotovap, diluted with 1.0 L of EtOAc, and washed wi...